Dataset: the Open Reaction Database (ORD), a public repository of structured organic reaction records. Task: describe an organic reaction: reactants, conditions, products, and yield The reactants are C(B1OC(C(O1)(C)C)(C)C)B1OC(C(O1)(C)C)(C)C, P(c1ccccc1)(c1ccccc1)(N=Cc1ccccc1)=O. Reagents/catalysts: [Na+].[H]O[H].[O-]B1OO1 (NaBO3.H2O), c1ccc(cc1)-c2c3ccccc3cc4ccccc24 (9-Phenylanthracene), [Li+].CC(C)(C)[O-] (LiOtBu), c1(c2c(P(c3ccc(cc3)C)c3ccc(cc3)C)ccc3c2cccc3)c(P(c2ccc(cc2)C)c2ccc(cc2)C)ccc2c1cccc2 ((R)-(+)-TolBINAP), [Cu+].[P-](F)(F)(F)(F)(F)F.C(C)#N.C(C)#N.C(C)#N.C(C)#N (Cu(NCMe)4+PF6-). Solvent: CC1=CC=CC=C1 (Toluene). Conditions: temperature 50 celsius, time 18 hour. Product: OCC(NP(=O)(c1ccccc1)c2ccccc2)c3ccccc3. As a reaction SMILES: [O:1]=[P:2]([c:17]1[cH:22][cH:21][cH:20][cH:19][cH:18]1)([c:11]2[cH:16][cH:15][cH:14][cH:13][cH:12]2)\[N:3]=[CH:4]\[c:5]3[cH:10][cH:9][cH:8][cH:7][cH:6]3.C[C:23]1(C(C)(C)OB(CB2OC(C)(C)C(C)(C)O2)[O:24]1)C>>[OH:24][CH2:23][CH:4]([c:5]1[cH:10][cH:9][cH:8][cH:7][cH:6]1)[NH:3][P:2]([c:17]2[cH:22][cH:21][cH:20][cH:19][cH:18]2)([c:11]3[cH:16][cH:15][cH:14][cH:13][cH:12]3)=[O:1].